From a dataset of the Open Reaction Database (ORD), a public repository of structured organic reaction records. describe an organic reaction: reactants, conditions, products, and yield The reactants are FC(C(=O)O)(F)F (Trifluoroacetic acid), FC1=CC=C(C=N1)N1C(N(C(C1)C(=O)OC(C)(C)C)C)=O (1,1-dimethylethyl 1-(6-fluoro-3-pyridinyl)-3-methyl-2-oxo-4-imidazolidinecarboxylate). Run in ClCCl (dichloromethane). Reaction conditions: time 36 hour. Yields the product OC(=O)C(F)(F)F.FC1=CC=C(C=N1)N1C(N(C(C1)C(=O)O)C)=O (1-(6-fluoro-3-pyridinyl)-3-methyl-2-oxo-4-imidazolidinecarboxylic acid TFA salt). As a reaction SMILES: [F:1][C:2]([F:7])([F:6])[C:3]([OH:5])=[O:4].[F:8][C:9]1[N:14]=[CH:13][C:12]([N:15]2[CH2:19][CH:18]([C:20]([O:22]C(C)(C)C)=[O:21])[N:17]([CH3:27])[C:16]2=[O:28])=[CH:11][CH:10]=1>ClCCl>[OH:5][C:3]([C:2]([F:7])([F:6])[F:1])=[O:4].[F:8][C:9]1[N:14]=[CH:13][C:12]([N:15]2[CH2:19][CH:18]([C:20]([OH:22])=[O:21])[N:17]([CH3:27])[C:16]2=[O:28])=[CH:11][CH:10]=1 |f:3.4|. Reported procedure: To a solution of 1,1-dimethylethyl 3-methyl-2-oxo-4-imidazolidinecarboxylate (400 mg, 1.998 mmol) (prepared as described in step (iii) of Example 13, starting from (4S)-2-oxo-3-{[(phenylmethyl)oxy]carbonyl}-4-imidazolidinecarboxylic acid) and 5-bromo-2-fluoropyridine (352 mg, 1.998 mmol) in 1,4-dioxane (20 ml) was added trans-N,N-dimethylcyclohexane-1,2-diamine (0.062 ml, 0.400 mmol), potassium phosphate (1272 mg, 5.99 mmol) and copper(I) iodide (38.0 mg, 0.200 mmol) and the reaction mixture was... Reactants: [N+](=O)([O-])C=1C=C(C=CC1)NC(=O)NC1=CC=C2CC(NC2=C1)=O (1-(3-nitro-phenyl)-3-(2-oxo-2,3-dihydro-1H-indol-6-yl)-urea). Reagents/catalysts: [Pd] (Pd/C). Run in CN(C)C=O.CO (DMF MeOH). Run at time 20 hour. Product: NC=1C=C(C=CC1)NC(=O)NC1=CC=C2CC(NC2=C1)=O (1-(3-amino-phenyl)-3-(2-oxo-2,3-dihydro-1H-indol-6-yl)-urea). RXN SMILES: [N+:1]([C:4]1[CH:5]=[C:6]([NH:10][C:11]([NH:13][C:14]2[CH:22]=[C:21]3[C:17]([CH2:18][C:19](=[O:23])[NH:20]3)=[CH:16][CH:15]=2)=[O:12])[CH:7]=[CH:8][CH:9]=1)([O-])=O>CN(C=O)C.CO.[Pd]>[NH2:1][C:4]1[CH:5]=[C:6]([NH:10][C:11]([NH:13][C:14]2[CH:22]=[C:21]3[C:17]([CH2:18][C:19](=[O:23])[NH:20]3)=[CH:16][CH:15]=2)=[O:12])[CH:7]=[CH:8][CH:9]=1 |f:1.2|. Reported procedure: 1-(3-nitro-phenyl)-3-(2-oxo-2,3-dihydro-1H-indol-6-yl)-urea (0.23 g, 0.74 mmol) is dissolved in a mixture of DMF-MeOH. To this solution is added Pd/C (10%, wet, 0.10 g). The reaction is placed under a hydrogen balloon and stirred for 20 hours at room temperature. The catalyst is removed and the solvent is evaporated to give 1-(3-amino-phenyl)-3-(2-oxo-2,3-dihydro-1H-indol-6-yl)-urea. LC-MS: 283.1 (MH+).